This data is from the Open Reaction Database (ORD), a public repository of structured organic reaction records. The task is: describe an organic reaction: reactants, conditions, products, and yield Reactants: OC=1C=C(C=C(C(=O)OC)C1)C(=O)OC (Dimethyl 5-hydroxyisophthalate), NCC(CO)O (3-amino-1,2-dihydroxypropane). Run in CO (methanol). Yields the product OC(CNC(=O)C=1C=C(C=C(C1)C(=O)NCC(CO)O)O)CO (N,N'-bis(2,3-dihydroxypropyl)-1-hydroxybenzene-3,5-dicarboxylic acid diamide). RXN SMILES: [OH:1][C:2]1[CH:3]=[C:4]([C:12]([O:14]C)=O)[CH:5]=[C:6]([CH:11]=1)[C:7]([O:9]C)=O.[NH2:16][CH2:17][CH:18]([OH:21])[CH2:19][OH:20]>CO>[OH:21][CH:18]([CH2:19][OH:20])[CH2:17][NH:16][C:12]([C:4]1[CH:3]=[C:2]([OH:1])[CH:11]=[C:6]([C:7]([NH:16][CH2:17][CH:18]([OH:21])[CH2:19][OH:20])=[O:9])[CH:5]=1)=[O:14]. Procedure details: Dimethyl 5-hydroxyisophthalate (12.6 g, 60 mmol) was dissolved in methanol (36 mL) containing 3-amino-1,2-dihydroxypropane (16.4 g, 180 mmol). The mixture was heated to reflux temperature for 10 days, and, after cooling to room temperature, was evaporated. Acetone (100 mL) was added to the residue and the crystalline solid was collected by filtration. The product was purified by recrystallization from acetone. Yield 9.0 g (46%). Starting materials: C(C)(C)(C)OC(=O)N1CCN(CC1)C1=C(C=C(C=C1)[N+](=O)[O-])C#N (4-(2-Cyano-4-nitro-phenyl)-piperazine-1-carboxylic acid tert-butyl ester), [Cl-].[NH4+] (ammonium chloride). Reagents/catalysts: [Zn] (zinc). The solvent is CO (methanol). Reaction conditions: time 3 hour. Product: C(C)(C)(C)OC(=O)N1CCN(CC1)C1=C(C=C(C=C1)N)C#N (4-(4-amino-2-cyano-phenyl)-piperazine-1-carboxylic acid tert-butyl ester). As a reaction SMILES: [C:1]([O:5][C:6]([N:8]1[CH2:13][CH2:12][N:11]([C:14]2[CH:19]=[CH:18][C:17]([N+:20]([O-])=O)=[CH:16][C:15]=2[C:23]#[N:24])[CH2:10][CH2:9]1)=[O:7])([CH3:4])([CH3:3])[CH3:2].[Cl-].[NH4+]>CO.[Zn]>[C:1]([O:5][C:6]([N:8]1[CH2:13][CH2:12][N:11]([C:14]2[CH:19]=[CH:18][C:17]([NH2:20])=[CH:16][C:15]=2[C:23]#[N:24])[CH2:10][CH2:9]1)=[O:7])([CH3:4])([CH3:2])[CH3:3] |f:1.2|. Procedure: 4-(2-Cyano-4-nitro-phenyl)-piperazine-1-carboxylic acid tert-butyl ester (587 mg, 1.77 mmol) was dissolved in methanol (50 mL) and to this solution was added ammonium chloride (945 mg, 17.66 mmol) and zinc (1155 mg, 17.66 mmol). The mixture was magnetically stirred for 3 hr and the mixture was filtered through a pad of celite. The solids were rinsed with methanol and the combined filtrate was concentrated to a yellow solid. This crude intermediate was dissolved in ethyl acetate (400 mL) and the ... The reactants are Cc1cnccc1NCCN1CCNCC1=O, O=S(=O)(Cl)C=Cc1ccc(Cl)s1. The product is Cc1cnccc1NCCN1CCN(S(=O)(=O)C=Cc2ccc(Cl)s2)CC1=O. RXN SMILES: [CH3:1][c:2]1[cH:3][n:4][cH:5][cH:6][c:7]1[NH:8][CH2:9][CH2:10][N:11]1[C:12](=[O:17])[CH2:13][NH:14][CH2:15][CH2:16]1.[Cl:18][c:19]1[cH:20][cH:21][c:22]([CH:24]=[CH:25][S:26](=[O:27])(=[O:28])[Cl:29])[s:23]1>>[CH3:1][c:2]1[cH:3][n:4][cH:5][cH:6][c:7]1[NH:8][CH2:9][CH2:10][N:11]1[C:12](=[O:17])[CH2:13][N:14]([S:26]([CH:25]=[CH:24][c:22]2[cH:21][cH:20][c:19]([Cl:18])[s:23]2)(=[O:27])=[O:28])[CH2:15][CH2:16]1. Reactants: CC1CCC(N(CCO)C(=O)OC(C)(C)C)CC1, Clc1ccccc1CBr, [H-], [Na+], CN(C)C=O, O. Yields the product CC1CCC(N(CCOCc2ccccc2Cl)C(=O)OC(C)(C)C)CC1. RXN SMILES: [C:1]([CH3:2])([CH3:3])([CH3:4])[O:5][C:6]([N:7]([CH:8]1[CH2:9][CH2:10][CH:11]([CH3:14])[CH2:12][CH2:13]1)[CH2:15][CH2:16][OH:17])=[O:18].[Cl:19][c:20]1[c:21]([CH2:22][Br:23])[cH:24][cH:25][cH:26][cH:27]1.[H-:29].[Na+:28].[O:31]=[CH:32][N:33]([CH3:34])[CH3:35].[OH2:30]>>[C:1]([CH3:2])([CH3:3])([CH3:4])[O:5][C:6]([N:7]([CH:8]1[CH2:9][CH2:10][CH:11]([CH3:14])[CH2:12][CH2:13]1)[CH2:15][CH2:16][O:17][CH2:22][c:21]1[c:20]([Cl:19])[cH:27][cH:26][cH:25][cH:24]1)=[O:18]. The reactants are trichlorsilane, C(C=C)N (allylamine), C(=O)(Cl)Cl (phosgene), trimethylsilylester, NC1[C@@H]2N(C(=C(CS2)CSC2=NN=C(S2)C)C(=O)O)C1=O (7-amino-3-(2-methyl-1,3,4-thiadiazol-5-ylthiomethyl)-3-cephem-4-carboxylic acid). The solvent is C(Cl)Cl (methylene chloride), C1(=CC=CC=C1)C (toluene), C(Cl)Cl (methylene chloride), C(C)N(CC)CC (triethylamine), O (water). Reaction conditions: temperature 20 celsius, time 15 minute. Product: C(C=C)NC(NC1[C@@H]2N(C(=C(CS2)CSC2=NN=C(S2)C)C(=O)O)C1=O)=O (7 -(3-allylureido)- 3-(2-methyl-1,3,4-thiadiazol-5-ylthiomethyl)-3-cephem-4-carboxylic acid), product. RXN SMILES: [NH2:1][CH:2]1[C:20](=[O:21])[N:4]2[C:5]([C:17]([OH:19])=[O:18])=[C:6]([CH2:9][S:10][C:11]3[S:15][C:14]([CH3:16])=[N:13][N:12]=3)[CH2:7][S:8][C@H:3]12.Cl[SiH2][ClH][SiH2]Cl.[C:27](Cl)(Cl)=[O:28].[CH2:31]([NH2:34])[CH:32]=[CH2:33]>C(Cl)Cl.O.C(N(CC)CC)C.C1(C)C=CC=CC=1>[CH2:31]([NH:34][C:27](=[O:28])[NH:1][CH:2]1[C:20](=[O:21])[N:4]2[C:5]([C:17]([OH:19])=[O:18])=[C:6]([CH2:9][S:10][C:11]3[S:15][C:14]([CH3:16])=[N:13][N:12]=3)[CH2:7][S:8][C@H:3]12)[CH:32]=[CH2:33]. Reported procedure: To a cold solution (0° C) of 7-amino-3-(2-methyl-1,3,4-thiadiazol-5-ylthiomethyl)-3-cephem-4-carboxylic acid (6.888 g) in 80 ml. of methylene chloride is added trichlorsilane. The medium is stirred for 15 minutes at 20° C and 100 ml. of toluene is added. The solution is cooled up to -60° C and triethylamine (28 ml) and liquid (-70° C) phosgene (3.2 ml) are added. The medium is stirred for 3 hrs at -50° C. Most of the solvents is then eliminated under reduced pressure (1 mm Hg), the residual solu... Reactants: C[Al](C)C (Trimethylaluminum), C(C)(C)NC1=CC=CC=C1 (N-isopropylaniline), aluminum amide, C(C1=CC=CC=C1)N1C[C@@H]2[C@H](C1)[C@H](CC2)NC(OC(C)(C)C)=O (tert-butyl(3aR,4S,6aS)-2-benzyloctahydrocyclopenta[c]pyrrol-4-ylcarbamate). Solvent: C1(=CC=CC=C1)C (toluene), C1(=CC=CC=C1)C (toluene), C1(=CC=CC=C1)C (toluene). Reaction conditions: time 1 hour. Product: C(C1=CC=CC=C1)N1C[C@@H]2[C@H](C1)[C@H](CC2)NC(N(C2=CC=CC=C2)C(C)C)=O (N′-[(3aR,4S,6aS)-2-benzyloctahydrocyclopenta[c]pyrrol-4-yl]-N-isopropyl-N-phenylurea). RXN SMILES: C[Al](C)C.[CH:5]([NH:8][C:9]1[CH:14]=[CH:13][CH:12]=[CH:11][CH:10]=1)([CH3:7])[CH3:6].[CH2:15]([N:22]1[CH2:26][C@@H:25]2[C@@H:27]([NH:30][C:31](=O)[O:32]C(C)(C)C)[CH2:28][CH2:29][C@@H:24]2[CH2:23]1)[C:16]1[CH:21]=[CH:20][CH:19]=[CH:18][CH:17]=1>C1(C)C=CC=CC=1>[CH2:15]([N:22]1[CH2:26][C@@H:25]2[C@@H:27]([NH:30][C:31](=[O:32])[N:8]([CH:5]([CH3:7])[CH3:6])[C:9]3[CH:14]=[CH:13][CH:12]=[CH:11][CH:10]=3)[CH2:28][CH2:29][C@@H:24]2[CH2:23]1)[C:16]1[CH:17]=[CH:18][CH:19]=[CH:20][CH:21]=1. Procedure: 2 M Trimethylaluminum in toluene (0.198 mL, 0.395 mmol) was added dropwise to N-isopropylaniline (0.068 mL, 0.474 mmol) in toluene (2 mL) at 0° C. The reaction was warmed to room temperature and stirred for 1 hour. The aluminum amide solution was then added dropwise to a solution of tert-butyl(3aR,4S,6aS)-2-benzyloctahydrocyclopenta[c]pyrrol-4-ylcarbamate from Example 214 Step A (50 mg, 0.158 mmol) in 1 mL of toluene at 0° C. The reaction was heated at 90° C. overnight, and then the reaction was...